This data is from the Open Reaction Database (ORD), a public repository of structured organic reaction records. The task is: describe an organic reaction: reactants, conditions, products, and yield Starting materials: C1OC=2C=C(C=CC2O1)CC#N (3,4-methylenedioxyphenylacetonitile), ClC1=C(C=O)C=CC=C1 (2-chlorobenzaldehyde), C(C)O (Ethanol). Yields the product ClC1=C(C=CC=C1)C1NC(CC2=CC3=C(C=C12)OCO3)=O (1-(2-Chlorophenyl)-6,7-methylenedioxy-1,4-dihydroisoquinol-3-one). As a reaction SMILES: [CH2:1]1[O:9][C:8]2[CH:7]=[CH:6][C:5]([CH2:10][C:11]#[N:12])=[CH:4][C:3]=2[O:2]1.[Cl:13][C:14]1[CH:21]=[CH:20][CH:19]=[CH:18][C:15]=1[CH:16]=O.C([OH:24])C>>[Cl:13][C:14]1[CH:21]=[CH:20][CH:19]=[CH:18][C:15]=1[CH:16]1[C:6]2[C:5](=[CH:4][C:3]3[O:2][CH2:1][O:9][C:8]=3[CH:7]=2)[CH2:10][C:11](=[O:24])[NH:12]1. Reported procedure: This compound was prepared in an analogous manner to that described in DESCRIPTION 18, from 3,4-methylenedioxyphenylacetonitile and 2-chlorobenzaldehyde. m.p. 207°-9° C. (Ethanol).